This data is from the Open Reaction Database (ORD), a public repository of structured organic reaction records. The task is: describe an organic reaction: reactants, conditions, products, and yield The reactants are O=C1NCCN1CCNc1ncc(Cl)c(-c2cc3cccc(Br)c3s2)n1, CC(C)(C)P(c1ccccc1-c1ccccc1)C(C)(C)C, C1CCOC1, OB(O)c1cc(F)ncc1Cl, ClCCl, [Na+], [Na+], O=C([O-])[O-], O. The product is O=C1NCCN1CCNc1ncc(Cl)c(-c2cc3cccc(-c4cc(F)ncc4Cl)c3s2)n1. Reaction SMILES: [Br:1][c:2]1[cH:3][cH:4][cH:5][c:6]2[c:7]1[s:8][c:9](-[c:11]1[n:12][c:13]([NH:18][CH2:19][CH2:20][N:21]3[C:22](=[O:26])[NH:23][CH2:24][CH2:25]3)[n:14][cH:15][c:16]1[Cl:17])[cH:10]2.[C:41]([P:42]([C:43]([CH3:44])([CH3:45])[CH3:46])[c:47]1[cH:48][cH:49][cH:50][cH:51][c:52]1-[c:53]1[cH:54][cH:55][cH:56][cH:57][cH:58]1)([CH3:59])([CH3:60])[CH3:61].[CH2:68]1[O:69][CH2:70][CH2:71][CH2:72]1.[Cl:27][c:28]1[c:29]([B:35]([OH:36])[OH:37])[cH:30][c:31]([F:34])[n:32][cH:33]1.[Cl:38][CH2:39][Cl:40].[Na+:62].[Na+:63].[O-:64][C:65](=[O:66])[O-:67].[OH2:73]>>[c:2]1(-[c:29]2[c:28]([Cl:27])[cH:33][n:32][c:31]([F:34])[cH:30]2)[cH:3][cH:4][cH:5][c:6]2[c:7]1[s:8][c:9](-[c:11]1[n:12][c:13]([NH:18][CH2:19][CH2:20][N:21]3[C:22](=[O:26])[NH:23][CH2:24][CH2:25]3)[n:14][cH:15][c:16]1[Cl:17])[cH:10]2.